From a dataset of the Open Reaction Database (ORD), a public repository of structured organic reaction records. describe an organic reaction: reactants, conditions, products, and yield Reactants: steel, O1C=2C(=CC1)C(C=CC2)=O (cyclohexa(b)furan-4-one), [C-]#N.[K+] (potassium cyanide), C([O-])([O-])=O.[NH4+].[NH4+] (ammonium carbonate), Cl (hydrochloric acid), O (water). Solvent: C(C)O (ethanol). Yields the product N1C(NC2(C1=O)C=CC=C1OCC=C12)=O (spiro[cyclohexa(b)furan-4,4'-imidazolidine]-2', 5'-dione). RXN SMILES: [O:1]1[CH2:5][CH:4]=[C:3]2[C:6](=O)[CH:7]=[CH:8][CH:9]=[C:2]12.[C-:11]#[N:12].[K+].[C:14](=[O:17])([O-])[O-].[NH4+:18].[NH4+].Cl.[OH2:21]>C(O)C>[NH:12]1[C:11](=[O:21])[C:6]2([C:3]3[C:2]([O:1][CH2:5][CH:4]=3)=[CH:9][CH:8]=[CH:7]2)[NH:18][C:14]1=[O:17] |f:1.2,3.4.5|. Reported procedure: A mixture of 2.7 g of cyclohexa(b)furan-4-one (Bull. Soc. Chim. Fr., 1967, 2796), 1.95 g of potassium cyanide and 9.6 g of powdered ammonium carbonate were heated with 40 ml of 95% aqueous ethanol at 110°-120° C. in a steel bomb for 16 hours. The reaction mixture was cooled, diluted with 200 ml of water, and acidified with 12 N hydrochloric acid. The precipitated product was isolated by filtration and recrystallized from ethanol to give 1.73 g of spiro[cyclohexa(b)furan-4,4'-imidazolidine]-2', 5... The solvent is ClC1=C(C=CC=C1)Cl (1,2-dichlorobenzene). As a reaction SMILES: [C:1]1([C:9]2[CH:14]=[CH:13][CH:12]=[CH:11][C:10]=2[NH2:15])[CH2:8][CH2:7][CH2:6][CH2:5][CH2:4][CH2:3][CH:2]=1.Cl.Cl[CH2:18][CH2:19][NH:20][CH2:21][CH2:22]Cl>ClC1C=CC=CC=1Cl>[C:1]1([C:9]2[CH:14]=[CH:13][CH:12]=[CH:11][C:10]=2[N:15]2[CH2:22][CH2:21][NH:20][CH2:19][CH2:18]2)[CH2:8][CH2:7][CH2:6][CH2:5][CH2:4][CH2:3][CH:2]=1 |f:1.2|. Reported procedure: To a solution of 2-cyclooct-1-enylphenylamine (140 mg, 0.695 mmol) in 1,2-dichlorobenzene (2 mL) was added bis(2-chloroethyl)amine hydrochloride (149 mg, 0.835 mmol), and the mixture was stirred at an external temperature of 200° C. under a nitrogen atmosphere. During the reaction, a nitrogen stream was blown into the reactor to remove the hydrogen chloride gas in the reactor. This procedure was repeated several times. After 9 hours, the mixture was air-cooled to room temperature. Aqueous soluti... The reactants are C1(=CCCCCCC1)C1=C(C=CC=C1)N (2-cyclooct-1-enylphenylamine), Cl.ClCCNCCCl (bis(2-chloroethyl)amine hydrochloride). The product is C1(=CCCCCCC1)C1=C(C=CC=C1)N1CCNCC1 (1-(2-Cyclooct-1-enylphenyl)piperazine). Yield: 53.2%. Reaction conditions: temperature 200 celsius, time 9 hour.